describe an organic reaction: reactants, conditions, products, and yield From a dataset of the Open Reaction Database (ORD), a public repository of structured organic reaction records. The reactants are N1N=CC=C1 (1H-pyrazole), O[Li].O (LiOH.H2O), COC(C1=CC(=CC=C1)C1=NNC(=C1)C(NCC(N1CCC(CC1)OC1=CC(=CC=C1)C(F)(F)F)=O)=O)=O (3-(5-{2-oxo-2-[4-(3-trifluoromethyl-phenoxy)-piperidin-1-yl]-ethylcarbamoyl}-1H-pyrazol-3-yl)-benzoic acid methyl ester), C(C)(=O)C=1C=C(C(=O)OC)C=CC1 (methyl 3-acetylbenzoate). The solvent is C1CCOC1.CO.O (THF MeOH H2O). Run at time 8 hour. Yields the product O=C(CNC(=O)C=1C=C(NN1)C=1C=C(C(=O)O)C=CC1)N1CCC(CC1)OC1=CC(=CC=C1)C(F)(F)F (3-(5-{2-oxo-2-[4-(3-trifluoromethyl-phenoxy)-piperidin-1-yl]-ethylcarbamoyl}-2H-pyrazol-3-yl)-benzoic acid). Isolated yield 48.4%. RXN SMILES: O[Li].O.C[O:5][C:6](=[O:41])[C:7]1[CH:12]=[CH:11][CH:10]=[C:9]([C:13]2[CH:17]=[C:16]([C:18](=[O:40])[NH:19][CH2:20][C:21](=[O:39])[N:22]3[CH2:27][CH2:26][CH:25]([O:28][C:29]4[CH:34]=[CH:33][CH:32]=[C:31]([C:35]([F:38])([F:37])[F:36])[CH:30]=4)[CH2:24][CH2:23]3)[NH:15][N:14]=2)[CH:8]=1.C(C1C=C(C=CC=1)C(OC)=O)(=O)C.N1C=CC=N1>C1COCC1.CO.O>[O:39]=[C:21]([N:22]1[CH2:23][CH2:24][CH:25]([O:28][C:29]2[CH:34]=[CH:33][CH:32]=[C:31]([C:35]([F:36])([F:37])[F:38])[CH:30]=2)[CH2:26][CH2:27]1)[CH2:20][NH:19][C:18]([C:16]1[CH:17]=[C:13]([C:9]2[CH:8]=[C:7]([CH:12]=[CH:11][CH:10]=2)[C:6]([OH:41])=[O:5])[NH:14][N:15]=1)=[O:40] |f:0.1,5.6.7|. Procedure details: LiOH.H2O (32 mg, 0.76 mmol) was added to a stirred mixture of 3-(5-{2-oxo-2-[4-(3-trifluoromethyl-phenoxy)-piperidin-1-yl]-ethylcarbamoyl}-1H-pyrazol-3-yl)-benzoic acid methyl ester (99 mg, 0.2 mmol) (prepared by the method used for the synthesis of Example 102, starting, alternatively from methyl 3-acetylbenzoate to generate the 1H-pyrazole intermediate) in THF:MeOH:H2O (3:2:1, 38 mL) was added, and the resulting mixture was stirred at ambient temperature overnight. The reaction mixture was con... Starting materials: CI, CCCC[N+](CCCC)(CCCC)CCCC, [Cl-], [Na+], [OH-], O, Oc1ccccc1-c1nn[nH]n1. Yields the product Cn1nnc(-c2ccccc2O)n1. Reaction SMILES: [CH3:15][I:16].[CH3:19][CH2:20][CH2:21][CH2:22][N+:23]([CH2:24][CH2:25][CH2:26][CH3:27])([CH2:28][CH2:29][CH2:30][CH3:31])[CH2:32][CH2:33][CH2:34][CH3:35].[Cl-:18].[Na+:14].[OH-:13].[OH2:17].[n:1]1[nH:2][n:3][n:4][c:5]1-[c:6]1[c:7]([OH:12])[cH:8][cH:9][cH:10][cH:11]1>>[n:1]1[n:2][n:3]([CH3:15])[n:4][c:5]1-[c:6]1[c:7]([OH:12])[cH:8][cH:9][cH:10][cH:11]1.